From a dataset of the Open Reaction Database (ORD), a public repository of structured organic reaction records. describe an organic reaction: reactants, conditions, products, and yield Reactants: Brc1ccc(N2CCCNCC2)nc1, CNC(=O)COC(=O)Oc1ccc([N+](=O)[O-])cc1. Yields the product CNC(=O)COC(=O)N1CCCN(c2ccc(Br)cn2)CC1. RXN SMILES: [Br:1][c:2]1[cH:3][cH:4][c:5]([N:8]2[CH2:9][CH2:10][NH:11][CH2:12][CH2:13][CH2:14]2)[n:6][cH:7]1.[C:15]([O:16][CH2:17][C:18](=[O:19])[NH:20][CH3:21])([O:22][c:24]1[cH:25][cH:26][c:27]([N+:28]([O-:29])=[O:30])[cH:31][cH:32]1)=[O:23]>>[Br:1][c:2]1[cH:3][cH:4][c:5]([N:8]2[CH2:9][CH2:10][N:11]([C:15]([O:16][CH2:17][C:18](=[O:19])[NH:20][CH3:21])=[O:22])[CH2:12][CH2:13][CH2:14]2)[n:6][cH:7]1. The reactants are N([C@@H](CC(C)C)C(=O)N[C@@H](CCC(N)=O)C(=O)N[C@@H](CC(OCC1=CC=CC=C1)=O)C(=O)N[C@@H]([C@@H](C)CC)C(=O)N[C@@H](CCSC)C(=O)NNC(=O)OCC(Cl)(Cl)Cl)C(=O)OC(C)(C)C (Boc-Leu-Gln-Asp(OBzl)-Ile-Met-NH-NH-Troc). Reagents/catalysts: [Zn] (zinc). The solvent is CN(C)C=O (DMF), C(C)(=O)O (acetic acid). Run at time 40 minute. Yields the product N([C@@H](CC(C)C)C(=O)N[C@@H](CCC(N)=O)C(=O)N[C@@H](CC(OCC1=CC=CC=C1)=O)C(=O)N[C@@H]([C@@H](C)CC)C(=O)N[C@@H](CCSC)C(=O)NN)C(=O)OC(C)(C)C (Boc-Leu-Gln-Asp(OBzl)-Ile-Met-NH-NH2). Reaction SMILES: [NH:1]([C:59]([O:61][C:62]([CH3:65])([CH3:64])[CH3:63])=[O:60])[C@H:2]([C:7]([NH:9][C@H:10]([C:16]([NH:18][C@H:19]([C:31]([NH:33][C@H:34]([C:39]([NH:41][C@H:42]([C:47]([NH:49][NH:50]C(OCC(Cl)(Cl)Cl)=O)=[O:48])[CH2:43][CH2:44][S:45][CH3:46])=[O:40])[C@H:35]([CH2:37][CH3:38])[CH3:36])=[O:32])[CH2:20][C:21](=[O:30])[O:22][CH2:23][C:24]1[CH:29]=[CH:28][CH:27]=[CH:26][CH:25]=1)=[O:17])[CH2:11][CH2:12][C:13](=[O:15])[NH2:14])=[O:8])[CH2:3][CH:4]([CH3:6])[CH3:5]>CN(C=O)C.C(O)(=O)C.[Zn]>[NH:1]([C:59]([O:61][C:62]([CH3:65])([CH3:64])[CH3:63])=[O:60])[C@H:2]([C:7]([NH:9][C@H:10]([C:16]([NH:18][C@H:19]([C:31]([NH:33][C@H:34]([C:39]([NH:41][C@H:42]([C:47]([NH:49][NH2:50])=[O:48])[CH2:43][CH2:44][S:45][CH3:46])=[O:40])[C@H:35]([CH2:37][CH3:38])[CH3:36])=[O:32])[CH2:20][C:21](=[O:30])[O:22][CH2:23][C:24]1[CH:29]=[CH:28][CH:27]=[CH:26][CH:25]=1)=[O:17])[CH2:11][CH2:12][C:13](=[O:15])[NH2:14])=[O:8])[CH2:3][CH:4]([CH3:6])[CH3:5]. Procedure: 17.9 g (17.5 mM) of Boc-Leu-Gln-Asp(OBzl)-Ile-Met-NH-NH-Troc are dissolved in a mixture of 200 ml of DMF and 50 ml of acetic acid and strongly stirred with mechanical stirring means. 11.5 g of powdered zinc (300 mesh=47 μm) are added in one operation and stirring is continued for 1 hour and 40 mins. at ambient temperature. The solid is drained, washed in DMF and the filtrate is introduced in 740 g of ice. The mixture is left to stand for one night, and then drained. The precipitate is washed wit... Starting materials: O=C[C@@H](O)[C@H](O)[C@H](O)[C@@H](O)C (6-deoxy-L-galactose), O.NN (hydrazine hydrate). Solvent: CO (methanol). Yields the product C([C@@H](O)[C@H](O)[C@H](O)[C@@H](O)C)=NN (6-deoxy-L-galactose hydrazone). Reaction SMILES: O=[CH:2][C@H:3]([C@@H:5]([C@@H:7]([C@H:9]([CH3:11])[OH:10])[OH:8])[OH:6])[OH:4].O.[NH2:13][NH2:14]>CO>[CH:2](=[N:13][NH2:14])[C@H:3]([C@@H:5]([C@@H:7]([C@H:9]([CH3:11])[OH:10])[OH:8])[OH:6])[OH:4] |f:1.2|. Procedure details: A solution of 4.0 g of 6-deoxy-L-galactose in 10 ml of methanol and 10 ml of hydrazine hydrate was stirred overnight, then evaporated to dryness, giving 4.4 g of 6-deoxy-L-galactose hydrazone. The reactants are COC(=O)C=1N(N=C(C1)OCC=1C(=NOC1CO)CCCC)C (5-(3-butyl-5-hydroxymethyl-isoxazol-4-ylmethoxy)-2-methyl-2H-pyrazole-3-carboxylic acid methyl ester), [OH-].[Na+] (sodium hydroxide). The solvent is O (water), O1CCOCC1 (dioxane). Conditions: temperature 90 celsius. The product is C(CCC)C1=NOC(=C1COC=1C=C(N(N1)C)C(=O)O)CO (5-(3-Butyl-5-hydroxymethyl-isoxazol-4-ylmethoxy)-2-methyl-2H-pyrazole-3-carboxylic acid). Yield: 99.8%. As a reaction SMILES: C[O:2][C:3]([C:5]1[N:6]([CH3:23])[N:7]=[C:8]([O:10][CH2:11][C:12]2[C:13]([CH2:19][CH2:20][CH2:21][CH3:22])=[N:14][O:15][C:16]=2[CH2:17][OH:18])[CH:9]=1)=[O:4].[OH-].[Na+]>O1CCOCC1.O>[CH2:19]([C:13]1[C:12]([CH2:11][O:10][C:8]2[CH:9]=[C:5]([C:3]([OH:4])=[O:2])[N:6]([CH3:23])[N:7]=2)=[C:16]([CH2:17][OH:18])[O:15][N:14]=1)[CH2:20][CH2:21][CH3:22] |f:1.2|. Procedure details: To a solution of 5-(3-butyl-5-hydroxymethyl-isoxazol-4-ylmethoxy)-2-methyl-2H-pyrazole-3-carboxylic acid methyl ester (260 mg, 0.81 mmol) in dioxane (15 mL) was added aqueous sodium hydroxide (2 M, 7.0 mL, 7.0 mmol). After heating at 90° C. for 1.5 h the solution was cooled to room temperature, diluted with water, extracted with ethyl acetate and the combined organic phases were washed with brine, dried over sodium sulfate, filtered and concentrated to afford the title compound (250 mg, 100%) as... Reactants: BrC1=C2N=CNC2=NC=N1 (6-bromo-9H-purine), ClC1=C2C=CN=CC2=C(C(=C1)C(C)N)C1=CC(=CC=C1)F (1-[5-chloro-8-(3-fluorophenyl)isoquinolin-7-yl]ethanamine), C(C)(C)N(C(C)C)CC (N,N-diisopropylethylamine). The solvent is C(C)(C)O (isopropyl alcohol). Run at temperature 90 celsius. The product is ClC1=C2C=CN=CC2=C(C(=C1)C(C)NC1=C2N=CNC2=NC=N1)C1=CC(=CC=C1)F (N-{1-[5-Chloro-8-(3-fluorophenyl)isoquinolin-7-yl]ethyl}-9H-purin-6-amine). As a reaction SMILES: Br[C:2]1[N:10]=[CH:9][N:8]=[C:7]2[C:3]=1[N:4]=[CH:5][NH:6]2.[Cl:11][C:12]1[CH:21]=[C:20]([CH:22]([NH2:24])[CH3:23])[C:19]([C:25]2[CH:30]=[CH:29][CH:28]=[C:27]([F:31])[CH:26]=2)=[C:18]2[C:13]=1[CH:14]=[CH:15][N:16]=[CH:17]2.C(N(CC)C(C)C)(C)C>C(O)(C)C>[Cl:11][C:12]1[CH:21]=[C:20]([CH:22]([NH:24][C:2]2[N:10]=[CH:9][N:8]=[C:7]3[C:3]=2[N:4]=[CH:5][NH:6]3)[CH3:23])[C:19]([C:25]2[CH:30]=[CH:29][CH:28]=[C:27]([F:31])[CH:26]=2)=[C:18]2[C:13]=1[CH:14]=[CH:15][N:16]=[CH:17]2. Procedure: A mixture of 6-bromo-9H-purine (74 mg, 0.37 mmol), 1-[5-chloro-8-(3-fluorophenyl)isoquinolin-7-yl]ethanamine (0.075 g, 0.25 mmol), and N,N-diisopropylethylamine (0.087 mL, 0.50 mmol) in isopropyl alcohol (2 mL) was heated at 90° C., under nitrogen, overnight. The mixture was evaporated and the resulting mixture was purified on a RP-HPLC (XBridge C18 column, eluting with a gradient of acetonitrile in water with 0.2% ammonium hydroxide, at a flow rate of 30 mL/min) to give the desired product. LCM... Starting materials: COC(=O)c1cccc(C(=O)O)c1, Cc1ccccc1, CN(C)C=O, O=S(Cl)Cl. Product: COC(=O)c1cccc(C(N)=O)c1. Reaction SMILES: [CH3:1][O:2][C:3](=[O:4])[c:5]1[cH:6][c:7]([C:8](=[O:9])[OH:10])[cH:11][cH:12][cH:13]1.[CH3:23][c:24]1[cH:25][cH:26][cH:27][cH:28][cH:29]1.[O:18]=[CH:19][N:20]([CH3:21])[CH3:22].[S:14]([Cl:15])([Cl:16])=[O:17]>>[CH3:1][O:2][C:3](=[O:4])[c:5]1[cH:6][c:7]([C:8](=[O:9])[NH2:20])[cH:11][cH:12][cH:13]1. The reactants are COCCn1nc(Nc2cc(C)nn2C(C)(C)C)c2ccccc2c1=O, O=CO, O. Product: COCCn1nc(Nc2cc(C)n[nH]2)c2ccccc2c1=O. Reaction SMILES: [C:1]([CH3:2])([CH3:3])([CH3:4])[n:5]1[n:6][c:7]([CH3:26])[cH:8][c:9]1[NH:10][c:11]1[n:12][n:13]([CH2:22][CH2:23][O:24][CH3:25])[c:14](=[O:21])[c:15]2[cH:16][cH:17][cH:18][cH:19][c:20]12.[CH:27]([OH:28])=[O:29].[OH2:30]>>[nH:5]1[n:6][c:7]([CH3:26])[cH:8][c:9]1[NH:10][c:11]1[n:12][n:13]([CH2:22][CH2:23][O:24][CH3:25])[c:14](=[O:21])[c:15]2[cH:16][cH:17][cH:18][cH:19][c:20]12. Starting materials: CC(C)(C)OC(=O)N1CCNCC1, CCOC(C)=O, CC(C)O, [Cu]I, Ic1cccs1, [K+], [K+], [K+], OCCO, O=P([O-])([O-])[O-]. Yields the product CC(C)(C)OC(=O)N1CCN(c2cccs2)CC1. RXN SMILES: [C:7]([CH3:8])([CH3:9])([CH3:10])[O:11][C:12](=[O:13])[N:14]1[CH2:15][CH2:16][NH:17][CH2:18][CH2:19]1.[CH3:34][CH2:35][O:36][C:37](=[O:38])[CH3:39].[CH3:40][CH:41]([OH:42])[CH3:43].[Cu:32][I:33].[I:1][c:2]1[s:3][cH:4][cH:5][cH:6]1.[K+:29].[K+:30].[K+:31].[OH:20][CH2:21][CH2:22][OH:23].[P:24]([O-:25])([O-:26])([O-:27])=[O:28]>>[c:2]1([N:17]2[CH2:16][CH2:15][N:14]([C:12]([O:11][C:7]([CH3:8])([CH3:9])[CH3:10])=[O:13])[CH2:19][CH2:18]2)[s:3][cH:4][cH:5][cH:6]1. Reactants: BrC1=CC(=C(C=C1)NC=1C(=CC2=C(N=CN2C)C1F)C(=O)NOCCOC(C(C(C)C)NC(=O)OC(C)(C)C)=O)Cl (2-tert-butoxycarbonylamino-3-methylbutyric acid 2-{[6-(4-bromo-2-chlorophenylamino)-7-fluoro-3-methyl-3H-benzoimidazole-5-carbonyl]-aminooxy}-ethylester), FC(C(=O)O)(F)F (trifluoroacetic acid). Procedure: A mixture of 2-tert-butoxycarbonylamino-3-methylbutyric acid 2-{[6-(4-bromo-2-chlorophenylamino)-7-fluoro-3-methyl-3H-benzoimidazole-5-carbonyl]-aminooxy}-ethylester and its N-acylated isomer (0.6 g) were treated with 1.5 mL of trifluoroacetic acid for 0.5 hours. An HPLC trace of the reaction mixture showed the reaction was complete. The mixture was concentrated on a rotary evaporator and pumped on high vacuum to give yellow oil (0.9 g). The deprotected samples were submitted for HPLC purificati... Yields the product Cl.BrC1=CC(=C(C=C1)NC=1C(=CC2=C(N=CN2C)C1F)C(=O)NOCCOC(C(C(C)C)N)=O)Cl (2-amino-3-methylbutyric acid 2-{[6-(4-bromo-2-chlorophenylamino)-7-fluoro-3-methyl-3H-benzoimidazole-5-carbonyl]-aminooxy}-ethylester hydrochloric acid salt). Reaction SMILES: [Br:1][C:2]1[CH:7]=[CH:6][C:5]([NH:8][C:9]2[C:10]([C:20]([NH:22][O:23][CH2:24][CH2:25][O:26][C:27](=[O:40])[CH:28]([NH:32]C(OC(C)(C)C)=O)[CH:29]([CH3:31])[CH3:30])=[O:21])=[CH:11][C:12]3[N:16]([CH3:17])[CH:15]=[N:14][C:13]=3[C:18]=2[F:19])=[C:4]([Cl:41])[CH:3]=1.FC(F)(F)C(O)=O>>[ClH:41].[Br:1][C:2]1[CH:7]=[CH:6][C:5]([NH:8][C:9]2[C:10]([C:20]([NH:22][O:23][CH2:24][CH2:25][O:26][C:27](=[O:40])[CH:28]([NH2:32])[CH:29]([CH3:31])[CH3:30])=[O:21])=[CH:11][C:12]3[N:16]([CH3:17])[CH:15]=[N:14][C:13]=3[C:18]=2[F:19])=[C:4]([Cl:41])[CH:3]=1 |f:2.3|. The reactants are F\C(\CO)=C(/C)\C1=C(C=C2C(CC=C(C2=C1)C(C)(C)C)(C)C)OCC ((2E)-2-fluoro-3-(4,4-dimethyl-6-ethoxy-1-tert-butyl-3,4-dihydronaphthalen-7-yl)-2-butenol), ClCCl (dichloromethane), C[N+]1(CCOCC1)[O-] (4-methylmorpholine N-oxide). The reagents and catalysts are [Ru](=O)(=O)(=O)[O-].C(CC)[N+](CCC)(CCC)CCC (tetrapropylammonium perruthenate). The solvent is C(C)#N (acetonitrile). Yields the product F\C(\C=O)=C(/C)\C1=C(C=C2C(CC=C(C2=C1)C(C)(C)C)(C)C)OCC ((2E)-2-Fluoro-3-(4,4-dimethyl-6-ethoxy-1-tert-butyl-3,4-dihydronaphthalen-7-yl)-2-butenal). As a reaction SMILES: [F:1]/[C:2](=[C:5](/[C:7]1[CH:16]=[C:15]2[C:10]([C:11]([CH3:22])([CH3:21])[CH2:12][CH:13]=[C:14]2[C:17]([CH3:20])([CH3:19])[CH3:18])=[CH:9][C:8]=1[O:23][CH2:24][CH3:25])\[CH3:6])/[CH2:3][OH:4].C[N+]1([O-])CCOCC1.ClCCl>C(#N)C.[Ru]([O-])(=O)(=O)=O.C([N+](CCC)(CCC)CCC)CC>[F:1]/[C:2](=[C:5](/[C:7]1[CH:16]=[C:15]2[C:10]([C:11]([CH3:22])([CH3:21])[CH2:12][CH:13]=[C:14]2[C:17]([CH3:19])([CH3:18])[CH3:20])=[CH:9][C:8]=1[O:23][CH2:24][CH3:25])\[CH3:6])/[CH:3]=[O:4] |f:4.5|. Procedure: As described in General Procedure H-1, (2E)-2-fluoro-3-(4,4-dimethyl-6-ethoxy-1-tert-butyl-3,4-dihydronaphthalen-7-yl)-2-butenol (Compound A-55, 0.023 g, 0.066 mmol), tetrapropylammonium perruthenate (0.012 g, 0.038 mmol) and 4-methylmorpholine N-oxide (0.022 g, 0.19 mmol) were reacted in acetonitrile (0.2 mL) and dichloromethane (1 mL) to produce the title compound as an oil.